From a dataset of the Open Reaction Database (ORD), a public repository of structured organic reaction records. describe an organic reaction: reactants, conditions, products, and yield Reactants: NCCNC(=O)OC(C)(C)C (N-(2-aminoethyl)(tert-butoxy)carboxamide), Cl.Cl.ClC=1C=NC=2NC=3C=CC=C(CCC4=C(C=CC(NC1N2)=C4)N)C3 (6-chloro-2,4,8,22-tetraazatetracyclo[14.3.1.1(3,7).1(9,13)]docosa-1(20),3(22),4,6,9(21),10,12,16,18-nonaen-12-amine dihydrochloride), C(C)(C)N(C(C)C)CC (N,N-diisopropylethylamine), C(=O)(Cl)Cl (phosgene), C1(=CC=CC=C1)C (toluene). Run in C(Cl)Cl (DCM). Run at time 2 hour. The product is ClC=1C=NC=2NC=3C=CC=C(CCC4=C(C=CC(NC1N2)=C4)NC(=O)NCCNC(OC(C)(C)C)=O)C3 (tert-Butyl {2-[({[6-chloro-2,4,8,22-tetraazatetracyclo[14.3.1.1(3,7).1(9,13)]docosa-1(20),3(22),4,6,9(21),10,12,16,18-nonaen-12-yl]amino}carbonyl)amino]ethyl}carbamate). The yield is 81.0%. Reaction SMILES: Cl.Cl.[Cl:3][C:4]1[CH:5]=[N:6][C:7]2[NH:8][C:9]3[CH:10]=[CH:11][CH:12]=[C:13]([CH:26]=3)[CH2:14][CH2:15][C:16]3[CH:24]=[C:20]([NH:21][C:22]=1[N:23]=2)[CH:19]=[CH:18][C:17]=3[NH2:25].C(N(CC)C(C)C)(C)C.[C:36](Cl)(Cl)=[O:37].C1(C)C=CC=CC=1.[NH2:47][CH2:48][CH2:49][NH:50][C:51]([O:53][C:54]([CH3:57])([CH3:56])[CH3:55])=[O:52]>C(Cl)Cl>[Cl:3][C:4]1[CH:5]=[N:6][C:7]2[NH:8][C:9]3[CH:10]=[CH:11][CH:12]=[C:13]([CH:26]=3)[CH2:14][CH2:15][C:16]3[CH:24]=[C:20]([NH:21][C:22]=1[N:23]=2)[CH:19]=[CH:18][C:17]=3[NH:25][C:36]([NH:47][CH2:48][CH2:49][NH:50][C:51](=[O:52])[O:53][C:54]([CH3:57])([CH3:56])[CH3:55])=[O:37] |f:0.1.2|. Procedure: To a solution of 6-chloro-2,4,8,22-tetraazatetracyclo[14.3.1.1(3,7).1(9,13)]docosa-1(20),3(22),4,6,9(21),10,12,16,18-nonaen-12-amine dihydrochloride (314 mg, 0.764 mmol) in DCM (3.4 mL) were added N,N-diisopropylethylamine (0.53 mL, 3.1 mmol) and 20% phosgene in toluene (0.53 mL, 0.99 mmol). After stirring for 2 hours, N-(2-aminoethyl)(tert-butoxy)carboxamide (0.182 mL, 1.15 mmol) was added to reaction flask and stirred overnight. The resulting precipitate was filtered and washed with DCM to yie... Reported procedure: To a solution of ethyl 1-(4-chloro-2-methoxyphenyl)-2-(4-cyano-2-methylphenyl)-1H-pyrrole-3-carboxylate (5.0 g, 12.7 mmol) in DMSO (10 mL) was added aqueous NaOH solution (2 mol/L, 1.0 mL) and 30% aqueous solution of H2O2 (1.0 mL), the reaction mixture was stirred at room temperature for four hours. TLC (EtOAc: MeOH=10:1) indicated that the starting material was consumed. Saturated aqueous Na2SO3 solution was added to quench the reaction, and the aqueous layer was extracted with EtOAc (20 mL×3).... Isolated yield 23.1%. Starting materials: CCOC(=O)C (EtOAc), ClC1=CC(=C(C=C1)N1C(=C(C=C1)C(=O)OCC)C1=C(C=C(C=C1)C#N)C)OC (ethyl 1-(4-chloro-2-methoxyphenyl)-2-(4-cyano-2-methylphenyl)-1H-pyrrole-3-carboxylate), [OH-].[Na+] (NaOH), aqueous solution, OO (H2O2). Run in CS(=O)C (DMSO), CO (MeOH). Yields the product C(N)(=O)C1=CC(=C(C=C1)C=1N(C=CC1C(=O)OCC)C1=C(C=C(C=C1)Cl)OC)C (ethyl 2-(4-carbamoyl-2-methylphenyl)-1-(4-chloro-2-methoxyphenyl)-1H-pyrrole-3-carboxylate). Run at time 4 hour. As a reaction SMILES: [Cl:1][C:2]1[CH:7]=[CH:6][C:5]([N:8]2[CH:12]=[CH:11][C:10]([C:13]([O:15][CH2:16][CH3:17])=[O:14])=[C:9]2[C:18]2[CH:23]=[CH:22][C:21]([C:24]#[N:25])=[CH:20][C:19]=2[CH3:26])=[C:4]([O:27][CH3:28])[CH:3]=1.[OH-].[Na+].OO.CC[O:35]C(C)=O>CS(C)=O.CO>[C:24]([C:21]1[CH:22]=[CH:23][C:18]([C:9]2[N:8]([C:5]3[CH:6]=[CH:7][C:2]([Cl:1])=[CH:3][C:4]=3[O:27][CH3:28])[CH:12]=[CH:11][C:10]=2[C:13]([O:15][CH2:16][CH3:17])=[O:14])=[C:19]([CH3:26])[CH:20]=1)(=[O:35])[NH2:25] |f:1.2|. Product: O=C(Nc1cnccn1)C(CC1CCCC1)N1Cc2c(cccc2C(F)(F)F)C1=O. As a reaction SMILES: [CH2:47]([Cl:48])[Cl:49].[CH3:50][N:51]([CH3:52])[CH:53]=[O:54].[CH:1]1([CH2:6][CH:7]([C:8](=[O:9])[OH:10])[N:11]2[C:12](=[O:24])[c:13]3[cH:14][cH:15][cH:16][c:17]([C:20]([F:21])([F:22])[F:23])[c:18]3[CH2:19]2)[CH2:2][CH2:3][CH2:4][CH2:5]1.[Cl-:31].[Cl:25][C:26]([C:27]([Cl:28])=[O:29])=[O:30].[n:32]1[c:33]([NH2:38])[cH:34][n:35][cH:36][cH:37]1.[n:39]1[c:40]([CH3:41])[cH:42][cH:43][cH:44][c:45]1[CH3:46]>>[CH:1]1([CH2:6][CH:7]([C:8](=[O:9])[NH:38][c:33]2[n:32][cH:37][cH:36][n:35][cH:34]2)[N:11]2[C:12](=[O:24])[c:13]3[cH:14][cH:15][cH:16][c:17]([C:20]([F:21])([F:22])[F:23])[c:18]3[CH2:19]2)[CH2:2][CH2:3][CH2:4][CH2:5]1. The reactants are ClCCl, CN(C)C=O, O=C(O)C(CC1CCCC1)N1Cc2c(cccc2C(F)(F)F)C1=O, [Cl-], O=C(Cl)C(=O)Cl, Nc1cnccn1, Cc1cccc(C)n1. The reactants are BrC1=NC=C(C=C1)F (2-bromo-5-fluoropyridine), dichlorobis(triphenylphosphine) palladium, 1.5, Cl (HCl), C(C)OC(=C)[Sn](CCCC)(CCCC)CCCC ((1-ethoxyvinyl)-tributylstannane), C(=O)(O)[O-].[Na+] (NaHCO3). The reagents and catalysts are [Cu]I (CuI). Solvent: C(C)#N (acetonitrile). The product is FC=1C=CC(=NC1)C(C)=O (1-(5-fluoropyridine-2-yl)ethanone). The yield is 15.2%. Reaction SMILES: Br[C:2]1[CH:7]=[CH:6][C:5]([F:8])=[CH:4][N:3]=1.[CH2:9]([O:11]C([Sn](CCCC)(CCCC)CCCC)=C)[CH3:10].Cl.C([O-])(O)=O.[Na+]>C(#N)C.[Cu]I>[F:8][C:5]1[CH:6]=[CH:7][C:2]([C:9](=[O:11])[CH3:10])=[N:3][CH:4]=1 |f:3.4|. Procedure details: 1 g (5.68 mmol) 2-bromo-5-fluoropyridine, 160 mg dichlorobis(triphenylphosphine) palladium and 170 mg CuI were suspended in baked flasks under protective gas in 30 ml acetonitrile, 6.09 g (16.87 mmol) (1-ethoxyvinyl)-tributylstannane were added, the mixture was heated 8 hours at reflux, 200 ml 1.5 n HCl were subsequently added and reflux was continued for an additional hour. For workup the mixture was neutralized with saturated NaHCO3 solution, was extracted 3× with ethyl acetate, the combined o... Starting materials: C(=O)(OC(C)(C)C)N(C)CCCS(=O)(=O)C=1C=C(C=CC1)C1=CC=C(C=C1)C1CC(=NN1C1=C(C=C(C=C1)F)F)C(O)(C(F)(F)F)C(F)(F)F (5-{3′-[3-(N-BOC-N-methyl-amino)-propane-1-sulfonyl]-biphenyl-4-yl}-1-(2,4-difluoro-phenyl)-3-(di-(trifluoromethyl)-hydroxy-methyl)-4,5-dihydro-1H-pyrazole), FC(C(=O)O)(F)F (trifluoroacetic acid). Run in ClCCl (dichloromethane). Conditions: time 72 hour. The product is FC1=C(C=CC(=C1)F)N1N=C(CC1C1=CC=C(C=C1)C1=CC(=CC=C1)S(=O)(=O)CCCNC)C(O)(C(F)(F)F)C(F)(F)F (1-(2,4-difluoro-phenyl)-5-{3′-[3-(methyl-amino)-propane-1-sulfonyl]-biphenyl-4-yl}-3-[di-(trifluoromethyl)-hydroxy-methyl]-4,5-dihydro-1H-pyrazole). The yield is 78.7%. Reaction SMILES: [C:1]([N:8]([CH2:10][CH2:11][CH2:12][S:13]([C:16]1[CH:17]=[C:18]([C:22]2[CH:27]=[CH:26][C:25]([CH:28]3[N:32]([C:33]4[CH:38]=[CH:37][C:36]([F:39])=[CH:35][C:34]=4[F:40])[N:31]=[C:30]([C:41]([C:47]([F:50])([F:49])[F:48])([C:43]([F:46])([F:45])[F:44])[OH:42])[CH2:29]3)=[CH:24][CH:23]=2)[CH:19]=[CH:20][CH:21]=1)(=[O:15])=[O:14])C)(OC(C)(C)C)=O.FC(F)(F)C(O)=O>ClCCl>[F:40][C:34]1[CH:35]=[C:36]([F:39])[CH:37]=[CH:38][C:33]=1[N:32]1[CH:28]([C:25]2[CH:26]=[CH:27][C:22]([C:18]3[CH:19]=[CH:20][CH:21]=[C:16]([S:13]([CH2:12][CH2:11][CH2:10][NH:8][CH3:1])(=[O:14])=[O:15])[CH:17]=3)=[CH:23][CH:24]=2)[CH2:29][C:30]([C:41]([C:47]([F:48])([F:49])[F:50])([C:43]([F:46])([F:45])[F:44])[OH:42])=[N:31]1. Procedure details: To 5-{3′-[3-(N-BOC-N-methyl-amino)-propane-1-sulfonyl]-biphenyl-4-yl}-1-(2,4-difluoro-phenyl)-3-(di-(trifluoromethyl)-hydroxy-methyl)-4,5-dihydro-1H-pyrazole (23.0 mg, 0.03 mmol) prepared in Example 395, were added dichloromethane (0.5 mL) and trifluoroacetic acid (24.0 uL, 0.31 mmol). The reaction mixture was stirred at room temperature for 72 hours, washed with distilled water, 1N hydrochloride, a saturated solution of sodium hydrogen carbonate, and brine, dried on anhydrous magnesium sulfate,... The reactants are BrBr (bromine), O=C(CC(=O)OC)CC (methyl 3-oxopentanoate), N#N (N2). The solvent is C(Cl)(Cl)(Cl)Cl (carbon tetrachloride), C(Cl)(Cl)(Cl)Cl (carbon tetrachloride). Conditions: time 30 minute. The product is BrC(C(CC(=O)OC)=O)C (Methyl 4-bromo-3-oxopentanoate). As a reaction SMILES: [O:1]=[C:2]([CH2:8][CH3:9])[CH2:3][C:4]([O:6][CH3:7])=[O:5].[Br:10]Br.N#N>C(Cl)(Cl)(Cl)Cl>[Br:10][CH:8]([CH3:9])[C:2](=[O:1])[CH2:3][C:4]([O:6][CH3:7])=[O:5]. Reported procedure: To a cooled (0° C.) solution of methyl 3-oxopentanoate (9.62 mL, 76.8 mmoles, Acros) in carbon tetrachloride (60 mL) is added dropwise over a period of 45 minutes a solution of bromine (3.96 mL, 76.8 mmoles) in carbon tetrachloride (10 mL). After 30 minutes, let stir at room temperature for one hour. Bubbled N2 through reaction mixture for twenty minutes. Concentrated to yield the title compound as a brown oil. MS (EI) 208, 210 (M)+, Br pattern. Reactants: CON(C(CC1=CN=CN1CC1=CC2=CC=CC=C2C=C1)=O)C (N-methoxy-N-methyl-1-(2-naphthylmethyl)-1H-imidazol-5-ylacetamide), S([O-])(O)(=O)=O.[K+] (potassium bisulfate), [H-].[Al+3].[Li+].[H-].[H-].[H-] (lithium aluminum hydride). Run in O1CCCC1 (tetrahydrofuran), O (water), O1CCCC1 (tetrahydrofuran). Reaction conditions: time 30 minute. Yields the product C1=C(C=CC2=CC=CC=C12)CN1C=NC=C1CC=O (1-(2-Naphthylmethyl)-1H-imidazol-5-ylacetaldehyde). Reaction SMILES: [H-].[Al+3].[Li+].[H-].[H-].[H-].CON(C)[C:10](=[O:28])[CH2:11][C:12]1[N:16]([CH2:17][C:18]2[CH:27]=[CH:26][C:25]3[C:20](=[CH:21][CH:22]=[CH:23][CH:24]=3)[CH:19]=2)[CH:15]=[N:14][CH:13]=1.S(=O)(=O)(O)[O-].[K+]>O1CCCC1.O>[CH:19]1[C:20]2[C:25](=[CH:24][CH:23]=[CH:22][CH:21]=2)[CH:26]=[CH:27][C:18]=1[CH2:17][N:16]1[C:12]([CH2:11][CH:10]=[O:28])=[CH:13][N:14]=[CH:15]1 |f:0.1.2.3.4.5,7.8|. Reported procedure: To a suspension of lithium aluminum hydride (40.8 mg, 1.07 mmol) in tetrahydrofuran (5 ml) at -45° C. was added a solution of N-methoxy-N-methyl-1-(2-naphthylmethyl)-1H-imidazol-5-ylacetamide (243 mg, 0.895 mmol) in tetrahydrofuran (5 ml) via cannula at such a rate to maintain the temperature at <-35° C. After the addition was complete, the reaction was allowed to warm to +5° C. and then recooled to -35° C. To this solution was added a solution of potassium bisulfate (272 mg) in water (1 ml). Th...